Dataset: the Open Reaction Database (ORD), a public repository of structured organic reaction records. Task: describe an organic reaction: reactants, conditions, products, and yield The product is S(=O)(=O)=C1C=C(OC=C1)C(=O)OC1=CC(=C(C(=O)O)C=C1)OC (4-[4-sulfonylpyranoyloxy]-2-methoxybenzoic acid). Solvent: C1CCOC1 (THF). Procedure: To a stirred solution of methyl 4-[4-sulfonylpyranoyloxy]-2-methoxybenzoate (470 mg, 1.5 mmol)in THF:H2O (18 mL: 2 mL) was added LiOH.H2O (128 mg, 3 mmol). The reaction was heated to 45° C. over 12 h and then cooled to ambient temperature. The solvent was removed under reduced pressure. The crude solid passed through a plug of silca gel packed in 80:20 hexanes:EtOAc and eluted with same. The solvent was removed under reduced pressure to afford 4-[4-sulfonylpyranoyloxy]-2-methoxybenzoic acid as a... Conditions: temperature 45 celsius. As a reaction SMILES: [S:1](=[C:4]1[CH:9]=[CH:8][O:7][C:6]([C:10]([O:12][C:13]2[CH:22]=[CH:21][C:16]([C:17]([O:19]C)=[O:18])=[C:15]([O:23][CH3:24])[CH:14]=2)=[O:11])=[CH:5]1)(=[O:3])=[O:2].O.O[Li].O>C1COCC1>[S:1](=[C:4]1[CH:9]=[CH:8][O:7][C:6]([C:10]([O:12][C:13]2[CH:22]=[CH:21][C:16]([C:17]([OH:19])=[O:18])=[C:15]([O:23][CH3:24])[CH:14]=2)=[O:11])=[CH:5]1)(=[O:2])=[O:3] |f:2.3|. Reactants: S(=O)(=O)=C1C=C(OC=C1)C(=O)OC1=CC(=C(C(=O)OC)C=C1)OC (methyl 4-[4-sulfonylpyranoyloxy]-2-methoxybenzoate), O (H2O), O[Li].O (LiOH.H2O). Starting materials: [H-].[Al+3].[Li+].[H-].[H-].[H-] (lithium aluminium hydride), [OH-].[K+] (potassium hydroxide), ClC=1C=CC(=C(C1)CC(=O)O)F (5-chloro-2-fluoro-phenylacetic acid). Run in C1CCOC1 (THF), C1CCOC1 (THF), O (water), C1CCOC1 (THF). Conditions: temperature 0 celsius, time 8 hour. Product: ClC=1C=CC(=C(C1)CCO)F (2-(5-Chloro-2-fluoro-phenyl)-ethanol). Isolated yield 82.1%. Reaction SMILES: [Cl:1][C:2]1[CH:3]=[CH:4][C:5]([F:12])=[C:6]([CH2:8][C:9](O)=[O:10])[CH:7]=1.[H-].[Al+3].[Li+].[H-].[H-].[H-].[OH-].[K+]>C1COCC1.O>[Cl:1][C:2]1[CH:3]=[CH:4][C:5]([F:12])=[C:6]([CH2:8][CH2:9][OH:10])[CH:7]=1 |f:1.2.3.4.5.6,7.8|. Procedure details: A solution of 5 g (26.51 mmol) of 5-chloro-2-fluoro-phenylacetic acid in 60 ml of THF was added dropped to a suspension of 2.012 g (53.02 mmol) of lithium aluminium hydride in 26.5 ml of THF. 30 ml of THF were added, and the mixture was heated under reflux for 3 h. After cooling to 0° C., a solution of 929.7 mg (16.57 mmol) of potassium hydroxide in 4 ml of water was cautiously added and the mixture was stirred overnight at room temperature. The formed precipitate was filtered off with suction a... Starting materials: O[C@@H]1C[C@@H]2N(CCNC2=O)C1 ((7R,8aS)-7-hydroxy-hexahydropyrrolo[1,2-a]pyrazin-1(2H)-one), O (water), CC(C)([O-])C.[Na+] (sodium tert-butoxide), BrC1=NC=C(N=C1)C1CC1 (2-bromo-5-cyclopropyl-pyrazine). Procedure details: In a 4 mL vial were combined (7R,8aS)-7-hydroxyhexahydro-pyrrolo[1,2-a]pyrazin-1(2H)-one (180 mg, 1.152 mmol) from Step 2 and sodium tert-butoxide (188 mg, 1.959 mmol) in dimethyl sulfoxide (1 mL). The mixture was stirred at room temperature for 0.4 hours followed by the addition of 2-bromo-5-cyclopropyl-pyrazine (229 mg, 1.152 mmol). After stirring at room temperature for 8 hours, water was added, and the solution was extracted with ethyl acetate. The extract was concentrated in vacuo, and the ... Reaction SMILES: [OH:1][C@H:2]1[CH2:11][N:5]2[CH2:6][CH2:7][NH:8][C:9](=[O:10])[C@@H:4]2[CH2:3]1.CC(C)([O-])C.[Na+].Br[C:19]1[CH:24]=[N:23][C:22]([CH:25]2[CH2:27][CH2:26]2)=[CH:21][N:20]=1.O>CS(C)=O>[CH:25]1([C:22]2[N:23]=[CH:24][C:19]([O:1][CH:2]3[CH2:11][N:5]4[CH2:6][CH2:7][NH:8][C:9](=[O:10])[CH:4]4[CH2:3]3)=[N:20][CH:21]=2)[CH2:27][CH2:26]1 |f:1.2|. Yields the product C1(CC1)C=1N=CC(=NC1)OC1CC2N(CCNC2=O)C1 (7-(5-cyclopropylpyrazin-2-yloxy)hexahydropyrrolo[1,2-a]pyrazin-1(2H)-one). Run at time 0.4 hour. Run in CS(=O)C (dimethyl sulfoxide). Yield: 23.7%. Reaction conditions: time 8 hour. The reactants are Cl (hydrochloric acid), [H-].[Li+].[Al+3].[H-].[H-].[H-] (aluminum lithium hydride), C(CCCC)C1CCC(CC1)C(=O)Cl (4-n-pentylcyclohexanecarbonyl chloride). Product: C(CCCC)C1CCC(CC1)CO (4-n-pentylcyclohexylmethanol). Isolated yield 96.4%. Reaction SMILES: [H-].[Li+].[Al+3].[H-].[H-].[H-].[CH2:7]([CH:12]1[CH2:17][CH2:16][CH:15]([C:18](Cl)=[O:19])[CH2:14][CH2:13]1)[CH2:8][CH2:9][CH2:10][CH3:11].Cl>CCOCC>[CH2:7]([CH:12]1[CH2:13][CH2:14][CH:15]([CH2:18][OH:19])[CH2:16][CH2:17]1)[CH2:8][CH2:9][CH2:10][CH3:11] |f:0.1.2.3.4.5|. Run in CCOCC (ether), CCOCC (ether). Reported procedure: To a dispersion of 1.75 g of aluminum lithium hydride in 40 ml of dry ether, a solution of 10 g of 4-n-pentylcyclohexanecarbonyl chloride in 12 ml of ether was added dropwise below 5° C., followed by stirring overnight at room temperature. After the reaction, the reaction mixture was acidified with 5%-hydrochloric acid aqueous solution until a pH value of 1 were shown and was subjected to extraction with ether. The organic layer was washed successively with water, 5%-sodium hydroxide, and water,... Starting materials: N#Cc1c(C(F)(F)F)cc(Cl)nc1Cl, O, O=S(=O)(O)O. The product is NC(=O)c1c(C(F)(F)F)cc(Cl)nc1Cl. RXN SMILES: [C:1](#[N:2])[c:3]1[c:4]([Cl:14])[n:5][c:6]([Cl:13])[cH:7][c:8]1[C:9]([F:10])([F:11])[F:12].[OH2:20].[S:15]([OH:16])(=[O:17])(=[O:18])[OH:19]>>[C:1]([NH2:2])([c:3]1[c:4]([Cl:14])[n:5][c:6]([Cl:13])[cH:7][c:8]1[C:9]([F:10])([F:11])[F:12])=[O:16]. Starting materials: COC=1C=C(C=CC1)S(=O)(=O)NC=1C=C(C(=O)NC2=CC=C(C(=O)O)C=C2)C=CC1 (4-[3-(3-Methoxy-benzenesulfonylamino)-benzoylamino]-benzoic acid), COC=1C=C(C=CC1)S(=O)(=O)Cl (3-methoxy-benzenesulfonyl chloride). The product is C(C)OC(C1=CC=C(C=C1)NC(C1=CC(=CC=C1)NS(=O)(=O)C1=CC(=CC=C1)OC)=O)=O (4-[3-(3-methoxy-benzenesulfonylamino)-benzoylamino]-benzoic acid ethyl ester). Reaction SMILES: [CH3:1][O:2][C:3]1[CH:4]=[C:5]([S:9]([NH:12][C:13]2[CH:14]=[C:15]([CH:28]=[CH:29][CH:30]=2)[C:16]([NH:18][C:19]2[CH:27]=[CH:26][C:22]([C:23]([OH:25])=[O:24])=[CH:21][CH:20]=2)=[O:17])(=[O:11])=[O:10])[CH:6]=[CH:7][CH:8]=1.CO[C:33]1C=C(S(Cl)(=O)=O)C=C[CH:38]=1>>[CH2:33]([O:24][C:23](=[O:25])[C:22]1[CH:21]=[CH:20][C:19]([NH:18][C:16](=[O:17])[C:15]2[CH:28]=[CH:29][CH:30]=[C:13]([NH:12][S:9]([C:5]3[CH:6]=[CH:7][CH:8]=[C:3]([O:2][CH3:1])[CH:4]=3)(=[O:10])=[O:11])[CH:14]=2)=[CH:27][CH:26]=1)[CH3:38]. Reported procedure: 4-[3-(3-Methoxy-benzenesulfonylamino)-benzoylamino]-benzoic acid, MS (ISP): m/e=425.1 (M−H), was prepared in analogy to example 1, steps A to D. Step C was performed using 3-methoxy-benzenesulfonyl chloride and yielded 4-[3-(3-methoxy-benzenesulfonylamino)-benzoylamino]-benzoic acid ethyl ester, which was hydrolyzed in step D. Starting materials: ClC=1C=CC=C2C=C(NC(C12)=O)[C@H](C)NC(OCC1C2=CC=CC=C2C=2C=CC=CC12)=O ((S)-(9H-fluoren-9-yl)methyl 1-(8-chloro-1-oxo-1,2-dihydroisoquinolin-3-yl)ethylcarbamate), CN(C)C=O (DMF), S(=O)(Cl)Cl (sulfurous dichloride). Run in C1(=CC=CC=C1)C (toluene). Yields the product ClC1=NC(=CC2=CC=CC(=C12)Cl)[C@H](C)NC(OCC1C2=CC=CC=C2C=2C=CC=CC12)=O ((S)-(9H-fluoren-9-yl)methyl 1-(1,8-dichloroisoquinolin-3-yl)ethylcarbamate). As a reaction SMILES: [Cl:1][C:2]1[CH:3]=[CH:4][CH:5]=[C:6]2[C:11]=1[C:10](=O)[NH:9][C:8]([C@@H:13]([NH:15][C:16](=[O:32])[O:17][CH2:18][CH:19]1[C:31]3[CH:30]=[CH:29][CH:28]=[CH:27][C:26]=3[C:25]3[C:20]1=[CH:21][CH:22]=[CH:23][CH:24]=3)[CH3:14])=[CH:7]2.CN(C=O)C.S(Cl)([Cl:40])=O>C1(C)C=CC=CC=1>[Cl:40][C:10]1[C:11]2[C:6](=[CH:5][CH:4]=[CH:3][C:2]=2[Cl:1])[CH:7]=[C:8]([C@@H:13]([NH:15][C:16](=[O:32])[O:17][CH2:18][CH:19]2[C:31]3[CH:30]=[CH:29][CH:28]=[CH:27][C:26]=3[C:25]3[C:20]2=[CH:21][CH:22]=[CH:23][CH:24]=3)[CH3:14])[N:9]=1. Procedure details: To a solution of (S)-(9H-fluoren-9-yl)methyl 1-(8-chloro-1-oxo-1,2-dihydroisoquinolin-3-yl)ethylcarbamate (345) (58 g, 130 mmol, 1.0 eq) and DMF (0.5 mL) in toluene (300 mL), sulfurous dichloride (78 g, 0.65 mol, 5.0 eq) was added slowly, and the resulting mixture was stirred at reflux for 2.5 h. The mixture was allowed to cool to RT and then concentrated in vacuo. The residue was poured into water (200 mL) and extracted with ethyl acetate (3×100 mL). The organic layer was washed with water (2×1... Starting materials: C(C)OCC=1N(C(=C(N1)C(C)(C)O)C(=O)OCC)CC1=CC=C(C=C1)C1=C(C=CC=C1)C1=NN=NN1 (ethyl 2-ethoxymethyl-4-(1-hydroxy-1-methylethyl)-1-{4-[2-(tetrazol-5-yl)phenyl]phenyl}methylimidazole-5-carboxylate), aqueous solution, [OH-].[Na+] (sodium hydroxide). Yield: 79.8%. Yields the product C(C)OCC=1N(C(=C(N1)C(C)(C)O)C(=O)O)CC1=CC=C(C=C1)C1=C(C=CC=C1)C1=NN=NN1 (2-Ethoxymethyl-4-(1-hydroxy-1-methylethyl)-1-{4-[2-(tetrazol-5-yl)phenyl]phenyl}methylimidazole-5-carboxylic acid). RXN SMILES: [CH2:1]([O:3][CH2:4][C:5]1[N:6]([CH2:19][C:20]2[CH:25]=[CH:24][C:23]([C:26]3[CH:31]=[CH:30][CH:29]=[CH:28][C:27]=3[C:32]3[NH:36][N:35]=[N:34][N:33]=3)=[CH:22][CH:21]=2)[C:7]([C:14]([O:16]CC)=[O:15])=[C:8]([C:10]([OH:13])([CH3:12])[CH3:11])[N:9]=1)[CH3:2].[OH-].[Na+]>>[CH2:1]([O:3][CH2:4][C:5]1[N:6]([CH2:19][C:20]2[CH:25]=[CH:24][C:23]([C:26]3[CH:31]=[CH:30][CH:29]=[CH:28][C:27]=3[C:32]3[NH:36][N:35]=[N:34][N:33]=3)=[CH:22][CH:21]=2)[C:7]([C:14]([OH:16])=[O:15])=[C:8]([C:10]([OH:13])([CH3:12])[CH3:11])[N:9]=1)[CH3:2] |f:1.2|. Reported procedure: A solution of 400 mg of ethyl 2-ethoxymethyl-4-(1-hydroxy-1-methylethyl)-1-{4-[2-(tetrazol-5-yl)phenyl]phenyl}methylimidazole-5-carboxylate [prepared as described in Example 86(b)] in 3.5 ml of a 1N aqueous solution of sodium hydroxide was stirred at room temperature for 1 hour. Insoluble matter was then filtered off, and 3.5 ml of 1N aqueous hydrochloric acid were added to the filtrate. The amorphous powder which precipitated was collected, to give 301 mg of the title compound, melting at 150° ... Reactants: CO, N, COC(=O)c1cccc2nc(-c3ccc(-c4cccnc4)cc3)oc12. The product is NC(=O)c1cccc2nc(-c3ccc(-c4cccnc4)cc3)oc12. RXN SMILES: [CH3:27][OH:28].[NH3:26].[n:1]1[cH:2][c:3](-[c:7]2[cH:8][cH:9][c:10](-[c:13]3[o:14][c:15]4[c:16]([n:17]3)[cH:18][cH:19][cH:20][c:21]4[C:22](=[O:23])[O:24][CH3:25])[cH:11][cH:12]2)[cH:4][cH:5][cH:6]1>>[n:1]1[cH:2][c:3](-[c:7]2[cH:8][cH:9][c:10](-[c:13]3[o:14][c:15]4[c:16]([n:17]3)[cH:18][cH:19][cH:20][c:21]4[C:22](=[O:23])[NH2:26])[cH:11][cH:12]2)[cH:4][cH:5][cH:6]1. Reported procedure: The reaction of Example 1 (reaction scale: 10 mmol of bromophenyl pyrazole) was conducted with 0.5 mole % of Pd2(dba)3. After the reaction was judged to be essentially complete, 5N aqueous HCl (1.25 mL/g of bromophenyl pyrazole starting material) was added followed by THF (12.5 mL/g) and water (2.5 mL/g). The mixture was heated to 50° C. to dissolve the precipitates, then cooled to 25° C. and filtered twice through a Darco zeta pad. To the filtrate was added TMT (5 mol %). The mixture was stirre... Yields the product C(C)C1=C(C(=NN1C1=C(C=CC=C1)C1=CC(=CC=C1)O)C1=CC=CC=C1)C1=CC=CC=C1 (2′-(5-ethyl-3,4-diphenyl-1H-pyrazol-1-yl)-[1,1′]-biphenyl-3-ol), [Pd] (palladium). Reaction SMILES: Br[C:2]1[C:3](C2C=CC=CC=2)=[N:4][NH:5][CH:6]=1.C1C=C[C:16](/[CH:19]=[CH:20]/[C:21](/[CH:23]=[CH:24]/[C:25]2[CH:30]=[CH:29][CH:28]=[CH:27][CH:26]=2)=O)=[CH:17][CH:18]=1.C1C=C[C:34](/[CH:37]=[CH:38]/[C:39](/[CH:41]=[CH:42]/[C:43]2[CH:48]=[CH:47][CH:46]=[CH:45][CH:44]=2)=[O:40])=CC=1.C1C=CC(/C=C/C(/C=C/C2C=CC=CC=2)=O)=CC=1.[Pd:67].[Pd].Cl.C1COCC1>O>[CH2:2]([C:3]1[N:4]([C:48]2[CH:47]=[CH:46][CH:45]=[CH:44][C:43]=2[C:42]2[CH:34]=[CH:37][CH:38]=[C:39]([OH:40])[CH:41]=2)[N:5]=[C:24]([C:25]2[CH:26]=[CH:27][CH:28]=[CH:29][CH:30]=2)[C:23]=1[C:21]1[CH:18]=[CH:17][CH:16]=[CH:19][CH:20]=1)[CH3:6].[Pd:67] |f:1.2.3.4.5|. Run at temperature 50 celsius, time 14 hour. Starting materials: Cl (HCl), C1CCOC1 (THF), BrC=1C(=NNC1)C1=CC=CC=C1 (bromophenyl pyrazole), C=1C=CC(=CC1)/C=C/C(=O)/C=C/C2=CC=CC=C2.C=1C=CC(=CC1)/C=C/C(=O)/C=C/C2=CC=CC=C2.C=1C=CC(=CC1)/C=C/C(=O)/C=C/C2=CC=CC=C2.[Pd].[Pd] (Pd2(dba)3). The solvent is O (water).